describe an organic reaction: reactants, conditions, products, and yield From a dataset of the Open Reaction Database (ORD), a public repository of structured organic reaction records. Reactants: BrC=1C=C(N(N1)C1=NC=CC=C1Cl)C1=NC2=CC3=CC=C(N=C3C=C2C(O1)=O)C(F)(F)F (2-[5-Bromo-2-(3-chloro-pyridin-2-yl)-2H-pyrazol-3-yl]-6-trifluoromethyl-3-oxa-1,5-diaza-anthracen-4-one), CN (methylamine). Solvent: C1CCOC1 (THF). Product: CNC(=O)C1=C(C=C2C=CC(=NC2=C1)C(F)(F)F)NC(=O)C=1N(N=C(C1)Br)C1=NC=CC=C1Cl (6-{[5-Bromo-2-(3-chloro-pyridin-2-yl)-2H-pyrazole-3-carbonyl]-amino}-2-trifluoromethyl-quinoline-7-carboxylic acid methyl amide). RXN SMILES: [Br:1][C:2]1[CH:3]=[C:4]([C:14]2[O:27][C:26](=[O:28])[C:25]3[C:16](=[CH:17][C:18]4[C:23]([CH:24]=3)=[N:22][C:21]([C:29]([F:32])([F:31])[F:30])=[CH:20][CH:19]=4)[N:15]=2)[N:5]([C:7]2[C:12]([Cl:13])=[CH:11][CH:10]=[CH:9][N:8]=2)[N:6]=1.[CH3:33][NH2:34]>C1COCC1>[CH3:33][NH:34][C:26]([C:25]1[CH:24]=[C:23]2[C:18]([CH:19]=[CH:20][C:21]([C:29]([F:32])([F:31])[F:30])=[N:22]2)=[CH:17][C:16]=1[NH:15][C:14]([C:4]1[N:5]([C:7]2[C:12]([Cl:13])=[CH:11][CH:10]=[CH:9][N:8]=2)[N:6]=[C:2]([Br:1])[CH:3]=1)=[O:27])=[O:28]. Reported procedure: 2-[5-Bromo-2-(3-chloro-pyridin-2-yl)-2H-pyrazol-3-yl]-6-trifluoromethyl-3-oxa-1,5-diaza-anthracen-4-one is reacted with methylamine in THF analogously to the procedure given in step i) of example H-18. The title product is obtained as pale yellow crystals after flash column chromatography. LC/MS: 553/555/557 (M+1)+; m.p.: 127-129° C. The reactants are C=1(O)C(O)=CC=CC1 (catechol), CC(=O)C (acetone), C1(=CC=C(C=C1)S(=O)(=O)O)C (p-toluenesulfonic acid). Run in C1=CC=CC=C1 (benzene). Reaction conditions: time 24 hour. Product: CC1(OC2=C(O1)C=CC=C2)C (2,2-Dimethyl-1,3-benzodioxole). RXN SMILES: [C:1]1([C:3](=[CH:5][CH:6]=[CH:7][CH:8]=1)[OH:4])[OH:2].[CH3:9][C:10]([CH3:12])=O.C1(C)C=CC(S(O)(=O)=O)=CC=1>C1C=CC=CC=1>[CH3:9][C:10]1([CH3:12])[O:4][C:3]2[CH:5]=[CH:6][CH:7]=[CH:8][C:1]=2[O:2]1. Reported procedure: A mixture of catechol (55 g, 0.5 moles), acetone (150 ml), benzene (150 ml) and p-toluenesulfonic acid (15 mg) was refluxed in a Soxlet extractor containing 140 g of baked 4Å molecular sieves for 24 hours, as described in E. R. Cole, et al., Aust. J. Chem. 33, 675 (1980). The sieves were replaced with fresh sieves and refluxing continued for another 24 hours. The solvents were removed in vacuo and the residue was triturated with 1 liter of hexane. The light yellow solution was decanted and washe...